This data is from the Open Reaction Database (ORD), a public repository of structured organic reaction records. The task is: describe an organic reaction: reactants, conditions, products, and yield Starting materials: ClC(C(=O)C1=CC=C2CN(C3=C(CN21)C=CC=C3)C(=O)C3=CC(=C(C=C3)C3=C(C=CC=C3)C)C)(Cl)Cl (2,2,2-Trichloro-1-{10-[(2,2′-dimethyl-1,1′-biphenyl-4-yl)carbonyl]-10,11-dihydro-5H-pyrrolo[2,1-c][1,4]benzodiazepin-3-yl}ethanone), FC(OC1=CC=C(CN)C=C1)(F)F (4-trifluoromethoxy benzylamine). The product is CC1=C(C=CC(=C1)C(=O)N1CC=2N(CC3=C1C=CC=C3)C(=CC2)C(=O)NCC2=CC=C(C=C2)OC(F)(F)F)C2=C(C=CC=C2)C (10-[(2,2′-DIMETHYL-1,1′-BIPHENYL-4-YL)CARBONYL]-N-[4-(TRIFLUOROMETHOXY)BENZYL]-10,11-DIHYDRO-5H-PYRROLO[2,1-C][1,4]BENZODIAZEPINE-3-CARBOXAMIDE). RXN SMILES: ClC(Cl)(Cl)[C:3]([C:5]1[N:14]2[C:8]([CH2:9][N:10]([C:19]([C:21]3[CH:26]=[CH:25][C:24]([C:27]4[CH:32]=[CH:31][CH:30]=[CH:29][C:28]=4[CH3:33])=[C:23]([CH3:34])[CH:22]=3)=[O:20])[C:11]3[CH:18]=[CH:17][CH:16]=[CH:15][C:12]=3[CH2:13]2)=[CH:7][CH:6]=1)=[O:4].[F:37][C:38]([F:49])([F:48])[O:39][C:40]1[CH:47]=[CH:46][C:43]([CH2:44][NH2:45])=[CH:42][CH:41]=1>>[CH3:34][C:23]1[CH:22]=[C:21]([C:19]([N:10]2[C:11]3[CH:18]=[CH:17][CH:16]=[CH:15][C:12]=3[CH2:13][N:14]3[C:5]([C:3]([NH:45][CH2:44][C:43]4[CH:46]=[CH:47][C:40]([O:39][C:38]([F:48])([F:49])[F:37])=[CH:41][CH:42]=4)=[O:4])=[CH:6][CH:7]=[C:8]3[CH2:9]2)=[O:20])[CH:26]=[CH:25][C:24]=1[C:27]1[CH:32]=[CH:31][CH:30]=[CH:29][C:28]=1[CH3:33]. Procedure: The title compound was synthesized in the manner of Example 13 from 2,2,2-trichloro-1-{10-[(2,2′-dimethyl-1,1′-biphenyl-4-yl)carbonyl]-10,11-dihydro-5H-pyrrolo[2,1-c][1,4]benzodiazepin-3-yl}ethanone of Example 6 and 4-trifluoromethoxy benzylamine, m.p. 147-149° C. MS [(+)ESI, m/z]: 608 [M+H]+ Anal. Calcd for C36H30F3N3O3: C, 70.94; H, 4.96; N, 6.89. Found: C, 70.75; H, 5.13; N, 6.74. Starting materials: NC=1C=NC2=CC=CC=C2C1NCC1=CC=CC=C1 (3-amino-4-(benzylamino) quinoline), C(CO)(=O)O (glycolic acid), [OH-].[NH4+] (ammonium hydroxide). Run in Cl (hydrochloric acid). Run at temperature 150 celsius. The product is C1(=CC=CC=C1)CN1C(=NC=2C=NC=3C=CC=CC3C21)CO (1-Phenylmethyl-1H-imidazo[4,5-c]quinoline-2-methanol). The yield is 82.0%. RXN SMILES: [NH2:1][C:2]1[CH:3]=[N:4][C:5]2[C:10]([C:11]=1[NH:12][CH2:13][C:14]1[CH:19]=[CH:18][CH:17]=[CH:16][CH:15]=1)=[CH:9][CH:8]=[CH:7][CH:6]=2.[C:20](O)(=O)[CH2:21][OH:22].[OH-].[NH4+]>Cl>[C:14]1([CH2:13][N:12]2[C:11]3[C:10]4[CH:9]=[CH:8][CH:7]=[CH:6][C:5]=4[N:4]=[CH:3][C:2]=3[N:1]=[C:20]2[CH2:21][OH:22])[CH:19]=[CH:18][CH:17]=[CH:16][CH:15]=1 |f:2.3|. Procedure details: 3-amino-4-(benzylamino) quinoline (9.5 g; 0.038 mol) and glycolic acid (6.8 g; 0.089 mol) were mixed and the mixture was heated at 150° C. for about 4 hr. The dark mixture was then dissolved in dilute hydrochloric acid with heating. Upon cooling a precipitate formed and was filtered from the mixture. The solid was dissolved in hot water. The solution was then made basic with ammonium hydroxide to precipitate the product. A second, less pure, small crop was obtained from the original filtrate by ... Run at time 8 hour. The solvent is CCOCC (ether), CCOCC (ether). RXN SMILES: [CH3:1][C:2]1[S:6][C:5]2[CH2:7][CH:8]([CH3:11])[C:9](=[O:10])[C:4]=2[C:3]=1[CH3:12].[H-].[H-].[H-].[H-].[Li+].[Al+3].O>CCOCC>[CH3:1][C:2]1[S:6][C:5]2[CH2:7][CH:8]([CH3:11])[CH:9]([OH:10])[C:4]=2[C:3]=1[CH3:12] |f:1.2.3.4.5.6|. Procedure details: A solution of 2,3,5-trimethyl-5,6-dihydro-4H-cyclopenta[b]thiophene-4-one (11 g, 61 mmol) in 100 mL of ether was slowly added to a solution of LiAlH4 (1.16 g, 30 mmol) in 100 mL of ether and stirred overnight. The resulting suspension was poured into a mixture of ice and water, the organic layer was isolated, while the water layer was extracted with ether (3×50 mL). The combined organic layers were washed with water, dried over MgSO4 and evaporated off to dryness. The 2,3,5-trimethyl-5,6-dihydro... The reactants are CC1=C(C2=C(S1)CC(C2=O)C)C (2,3,5-trimethyl-5,6-dihydro-4H-cyclopenta[b]thiophene-4-one), [H-].[H-].[H-].[H-].[Li+].[Al+3] (LiAlH4), O (water), O (water). Product: CC1=C(C2=C(S1)CC(C2O)C)C (2,3,5-trimethyl-5,6-dihydro-4H-cyclopenta[b]thiophen-4-ol). The reactants are C1(=CC=CC=C1)P(C1=CC=CC=C1)C1=CC=CC=C1 (triphenylphosphine), diisopropyl azidodicarboxylate, C1(C=2C(C(N1C(C(=O)NC(C(=O)OC)CCCC(OC)OC)CCO)=O)=CC=CC2)=O (2-[(2-phthalimido-4-hydroxy-1-oxobutyl]-amino]-6,6-dimethoxyhexanoic acid, methyl ester), C(C)(=S)O (thioacetic acid). Solvent: O1CCCC1 (tetrahydrofuran), O1CCCC1 (tetrahydrofuran). Conditions: temperature 0 celsius, time 5 minute. Product: C1(C=2C(C(N1C(C(=O)NC(C(=O)OC)CCCC(OC)OC)CCSC(C)=O)=O)=CC=CC2)=O (2-[[2-Phthalimido-4-(acetylthio)-1-oxobutyl]amino]-6,6-dimethoxyhexanoic acid, methyl ester). As a reaction SMILES: C1(P(C2C=CC=CC=2)C2C=CC=CC=2)C=CC=CC=1.[C:20]1(=[O:50])[N:24]([CH:25]([CH2:42][CH2:43]O)[C:26]([NH:28][CH:29]([CH2:34][CH2:35][CH2:36][CH:37]([O:40][CH3:41])[O:38][CH3:39])[C:30]([O:32][CH3:33])=[O:31])=[O:27])[C:23](=[O:45])[C:22]2=[CH:46][CH:47]=[CH:48][CH:49]=[C:21]12.[C:51]([OH:54])(=[S:53])[CH3:52]>O1CCCC1>[C:23]1(=[O:45])[N:24]([CH:25]([CH2:42][CH2:43][S:53][C:51](=[O:54])[CH3:52])[C:26]([NH:28][CH:29]([CH2:34][CH2:35][CH2:36][CH:37]([O:38][CH3:39])[O:40][CH3:41])[C:30]([O:32][CH3:33])=[O:31])=[O:27])[C:20](=[O:50])[C:21]2=[CH:49][CH:48]=[CH:47][CH:46]=[C:22]12. Procedure details: A cold (0° C.) solution of triphenylphosphine (1.143 g., 4.36 mmol.) in tetrahydrofuran (20 ml.) was treated with diisopropyl azidodicarboxylate (860 μl., 883 mg., 4.37 mmol.). Within 5 minutes a white slurry developed. After 30 minutes, a solution of [S-(R*,R*)-2-[(2-phthalimido-4-hydroxy-1-oxobutyl]-amino]-6,6-dimethoxyhexanoic acid, methyl ester [prepared as described in Example 1(f), 928 mg., 2.19 mmol.] in tetrahydrofuran (8 ml.) was added followed by neat thioacetic acid (312 μl., 332 mg.,...